Dataset: the Open Reaction Database (ORD), a public repository of structured organic reaction records. Task: describe an organic reaction: reactants, conditions, products, and yield Starting materials: O=C(Cl)C=CCBr, Nc1ccc2ncnc(Nc3cc(Cl)c(Cl)cc3F)c2c1. Product: O=C(C=CCBr)Nc1ccc2ncnc(Nc3cc(Cl)c(Cl)cc3F)c2c1. Reaction SMILES: [Br:22][CH2:23][CH:24]=[CH:25][C:26](=[O:27])[Cl:28].[Cl:1][c:2]1[cH:3][c:4]([NH:10][c:11]2[n:12][cH:13][n:14][c:15]3[cH:16][cH:17][c:18]([NH2:21])[cH:19][c:20]23)[c:5]([F:9])[cH:6][c:7]1[Cl:8]>>[Cl:1][c:2]1[cH:3][c:4]([NH:10][c:11]2[n:12][cH:13][n:14][c:15]3[cH:16][cH:17][c:18]([NH:21][C:26]([CH:25]=[CH:24][CH2:23][Br:22])=[O:27])[cH:19][c:20]23)[c:5]([F:9])[cH:6][c:7]1[Cl:8]. Starting materials: C(C)NCC (diethylamine), C(#N)C=1C=C2C(=CC=NC2=CC1OC[C@@H]1OC1)OC1=CC(=C(C=C1)NC(=O)NC=1SC=CN1)F (N-(4-{6-cyano-7-[(2R)-oxiran-2-yl]methoxyquinolin-4-yloxy}-2-fluorophenyl)-N′-(thiazol-2-yl) urea). Solvent: O1CCCC1 (tetrahydrofuran). Run at temperature 50 celsius, time 2 hour. The product is C(#N)C=1C=C2C(=CC=NC2=CC1OC[C@@H](CN(CC)CC)O)OC1=CC(=C(C=C1)NC(=O)NC=1SC=CN1)F (N-(4-{6-Cyano-7-[3-diethylamino-(2R)-2-hydroxy-propoxy]-quinolin-4-yloxy}-2-fluorophenyl)-N′-(thiazol-2-yl)urea). RXN SMILES: [CH2:1]([NH:3][CH2:4][CH3:5])[CH3:2].[C:6]([C:8]1[CH:9]=[C:10]2[C:15](=[CH:16][C:17]=1[O:18][CH2:19][C@H:20]1[CH2:22][O:21]1)[N:14]=[CH:13][CH:12]=[C:11]2[O:23][C:24]1[CH:29]=[CH:28][C:27]([NH:30][C:31]([NH:33][C:34]2[S:35][CH:36]=[CH:37][N:38]=2)=[O:32])=[C:26]([F:39])[CH:25]=1)#[N:7]>O1CCCC1>[C:6]([C:8]1[CH:9]=[C:10]2[C:15](=[CH:16][C:17]=1[O:18][CH2:19][C@H:20]([OH:21])[CH2:22][N:3]([CH2:4][CH3:5])[CH2:1][CH3:2])[N:14]=[CH:13][CH:12]=[C:11]2[O:23][C:24]1[CH:29]=[CH:28][C:27]([NH:30][C:31]([NH:33][C:34]2[S:35][CH:36]=[CH:37][N:38]=2)=[O:32])=[C:26]([F:39])[CH:25]=1)#[N:7]. Procedure: After adding tetrahydrofuran (4 ml) and diethylamine (0.2 ml) to N-(4-{6-cyano-7-[(2R)-oxiran-2-yl]methoxyquinolin-4-yloxy}-2-fluorophenyl)-N′-(thiazol-2-yl) urea (200 mg), the mixture was stirred at 50° C. for 2 hours. The reaction solution was purified by NH silica gel column chromatography (ethyl acetate-methanol system) to obtain the title compound (60 mg) as light yellow crystals. The reactants are CC(C)(CCC(=O)O)C(=O)O, NC(N)=O, O. Yields the product CC1(C)CCC(=O)NC1=O. Reaction SMILES: [CH3:1][C:2]([C:3](=[O:4])[OH:10])([CH2:6][CH2:7][C:8]([OH:5])=[O:9])[CH3:11].[NH2:12][C:13](=[O:14])[NH2:15].[OH2:16]>>[CH3:1][C:2]1([CH3:11])[C:3](=[O:4])[NH:12][C:8](=[O:9])[CH2:7][CH2:6]1.